Dataset: the Open Reaction Database (ORD), a public repository of structured organic reaction records. Task: describe an organic reaction: reactants, conditions, products, and yield Reactants: [Li]CC(C)(C)C, CC(C)(C)C[Ta+2](CC(C)(C)C)CC(C)(C)C, CCCCC, [Cl-], [Cl-]. Yields the product CC(C)(C)C=[Ta](CC(C)(C)C)(CC(C)(C)C)CC(C)(C)C. Reaction SMILES: [CH2:19]([C:20]([CH3:21])([CH3:22])[CH3:23])[Li:24].[CH2:3]([C:4]([CH3:5])([CH3:6])[CH3:7])[Ta+2:8]([CH2:9][C:10]([CH3:11])([CH3:12])[CH3:13])[CH2:14][C:15]([CH3:16])([CH3:17])[CH3:18].[CH3:25][CH2:26][CH2:27][CH2:28][CH3:29].[Cl-:1].[Cl-:2]>>[CH2:3]([C:4]([CH3:5])([CH3:6])[CH3:7])[Ta:8](=[CH:9][C:10]([CH3:11])([CH3:12])[CH3:13])([CH2:14][C:15]([CH3:16])([CH3:17])[CH3:18])[CH2:19][C:20]([CH3:21])([CH3:22])[CH3:23]. Starting materials: C=1C=CC2=C(C1)N=NN2O (HOBt), CN(C)C(=[N+](C)C)ON1C2=C(C=CC=C2)N=N1.[B-](F)(F)(F)F (TBTU), NC(NCCC[C@@H](NC(=O)OC(C)(C)C)C(=O)O)=N[N+](=O)[O-] ((R)-N5 -[amino(nitroimino)methyl]-N2 -[(1,1-dimethylethoxy)-carbonyl]-ornithine), NC(=O)NCC1=CC=C(C=C1)CN (4-(aminocarbonylaminomethyl)-benzenemethanamine). Product: NC(=O)NCC1=CC=C(C=C1)CNC([C@H](NC(=O)OC(C)(C)C)CCCNC(=N[N+](=O)[O-])N)=O ((R)-N-[[4-(Aminocarbonylaminomethyl)phenyl]methyl]-N5 -[amino(nitroimino)methyl]-N2 -[(1,1-dimethylethoxy)-carbonyl]-ornithinamide). Isolated yield 80.0%. As a reaction SMILES: C1C=CC2N(O)N=NC=2C=1.[NH2:11][C:12](=[N:29][N+:30]([O-:32])=[O:31])[NH:13][CH2:14][CH2:15][CH2:16][C@H:17]([C:26]([OH:28])=O)[NH:18][C:19]([O:21][C:22]([CH3:25])([CH3:24])[CH3:23])=[O:20].[NH2:33][C:34]([NH:36][CH2:37][C:38]1[CH:43]=[CH:42][C:41]([CH2:44][NH2:45])=[CH:40][CH:39]=1)=[O:35].CN(C(ON1N=NC2C=CC=CC1=2)=[N+](C)C)C.[B-](F)(F)(F)F>>[NH2:33][C:34]([NH:36][CH2:37][C:38]1[CH:43]=[CH:42][C:41]([CH2:44][NH:45][C:26](=[O:28])[C@@H:17]([CH2:16][CH2:15][CH2:14][NH:13][C:12]([NH2:11])=[N:29][N+:30]([O-:32])=[O:31])[NH:18][C:19]([O:21][C:22]([CH3:23])([CH3:24])[CH3:25])=[O:20])=[CH:40][CH:39]=1)=[O:35] |f:3.4|. Reported procedure: Prepared analogously to Example 14c), but with the addition of HOBt, from (R)-N5 -[amino(nitroimino)methyl]-N2 -[(1,1-dimethylethoxy)-carbonyl]-ornithine, 4-(aminocarbonylaminomethyl)-benzenemethanamine and TBTU in a yield of 80% of theory. Colourless crystals, Mp. 172° C. Reactants: CCOP(=O)(Cl)OCC, CCc1ccc(C2OC(CO)C(O)C(O)C2O)cc1Cc1ccc2c(c1)OCCO2, c1ccncc1. Yields the product CCOP(=O)(OCC)OCC1OC(c2ccc(CC)c(Cc3ccc4c(c3)OCCO4)c2)C(O)C(O)C1O. As a reaction SMILES: [CH2:31]([CH3:32])[O:33][P:34](=[O:35])([O:36][CH2:37][CH3:38])[Cl:39].[O:1]1[CH2:2][CH2:3][O:4][c:5]2[c:6]1[cH:7][cH:8][c:9]([CH2:11][c:12]1[cH:13][c:14]([CH:20]3[O:21][CH:22]([CH2:29][OH:30])[CH:23]([OH:28])[CH:24]([OH:27])[CH:25]3[OH:26])[cH:15][cH:16][c:17]1[CH2:18][CH3:19])[cH:10]2.[cH:40]1[cH:41][cH:42][n:43][cH:44][cH:45]1>>[O:1]1[CH2:2][CH2:3][O:4][c:5]2[c:6]1[cH:7][cH:8][c:9]([CH2:11][c:12]1[cH:13][c:14]([CH:20]3[O:21][CH:22]([CH2:29][O:30][P:34]([O:33][CH2:31][CH3:32])(=[O:35])[O:36][CH2:37][CH3:38])[CH:23]([OH:28])[CH:24]([OH:27])[CH:25]3[OH:26])[cH:15][cH:16][c:17]1[CH2:18][CH3:19])[cH:10]2. Starting materials: N1C(=NC2=C1C=CC=C2)SCC=2C=CC(=NC2)N (5-[(1H-benzimidazol-2-ylthio)methyl]-2-pyridinamine), O (H2O). The product is N1C(=NC2=C1C=CC=C2)S(=O)CC=2C=CC(=NC2)N (5-[(1H-Benzimidazol-2-ylsulfinyl)methyl]-2-pyridinamine). As a reaction SMILES: [NH:1]1[C:5]2[CH:6]=[CH:7][CH:8]=[CH:9][C:4]=2[N:3]=[C:2]1[S:10][CH2:11][C:12]1[CH:13]=[CH:14][C:15]([NH2:18])=[N:16][CH:17]=1.[OH2:19]>>[NH:1]1[C:5]2[CH:6]=[CH:7][CH:8]=[CH:9][C:4]=2[N:3]=[C:2]1[S:10]([CH2:11][C:12]1[CH:13]=[CH:14][C:15]([NH2:18])=[N:16][CH:17]=1)=[O:19]. Procedure: The title compound was prepared by the method of Example 85 using 1.0 g (3.9 mmole) of 5-[(1H-benzimidazol-2-ylthio)methyl]-2-pyridinamine (see Example 110) instead of 6-[(1H-benzimidazol-2-ylthio)methyl]-2-pyridinamine. Structure assignment was supported by the nmr and infrared spectra and by elemental analysis. Analysis. Calc'd. for C13H12N4SO*¼ H2O: C, 56.40; H, 4.55; N, 20.24; S, 11.58. Found: C, 56.35; H, 4.46; N, 20.25; S, 11.66. Starting materials: Cc1sc(N2CCN(C(=O)OC(C)(C)C)CC2)nc1-c1ccc(C(=O)O)cc1, C=O, C1COCCO1, Cl. Yields the product Cc1sc(N2CCN(C)CC2)nc1-c1ccc(C(=O)O)cc1. Reaction SMILES: [C:1]([O:2][C:6](=[O:3])[N:8]1[CH2:9][CH2:10][N:11]([c:14]2[s:15][c:16]([CH3:28])[c:17](-[c:19]3[cH:20][cH:21][c:22]([C:25](=[O:26])[OH:27])[cH:23][cH:24]3)[n:18]2)[CH2:12][CH2:13]1)([CH3:4])([CH3:5])[CH3:7].[CH2:29]=[O:30].[CH2:32]1[O:33][CH2:34][CH2:35][O:36][CH2:37]1.[ClH:31]>>[CH3:6][N:8]1[CH2:9][CH2:10][N:11]([c:14]2[s:15][c:16]([CH3:28])[c:17](-[c:19]3[cH:20][cH:21][c:22]([C:25](=[O:26])[OH:27])[cH:23][cH:24]3)[n:18]2)[CH2:12][CH2:13]1.